From a dataset of the Open Reaction Database (ORD), a public repository of structured organic reaction records. describe an organic reaction: reactants, conditions, products, and yield Reactants: Oc1ccc(Br)cc1, CS(=O)(=O)c1ccc(Cl)cc1, [K+], [K+], [Na+], O=C([O-])[O-], [OH-], O, O=S1(=O)CCCC1. The product is CS(=O)(=O)c1ccc(Oc2ccc(Br)cc2)cc1. RXN SMILES: [Br:12][c:13]1[cH:14][cH:15][c:16]([OH:19])[cH:17][cH:18]1.[CH3:1][S:2](=[O:3])(=[O:4])[c:5]1[cH:6][cH:7][c:8]([Cl:11])[cH:9][cH:10]1.[K+:20].[K+:21].[Na+:34].[O-:22][C:23]([O-:24])=[O:25].[OH-:33].[OH2:35].[S:26]1(=[O:31])(=[O:32])[CH2:27][CH2:28][CH2:29][CH2:30]1>>[CH3:1][S:2](=[O:3])(=[O:4])[c:5]1[cH:6][cH:7][c:8]([O:19][c:16]2[cH:15][cH:14][c:13]([Br:12])[cH:18][cH:17]2)[cH:9][cH:10]1. Yields the product COC(=O)CCCc1ccc(I)cc1. RXN SMILES: [CH3:19][OH:20].[I:1][c:2]1[cH:3][cH:4][c:5]([CH2:8][CH2:9][CH2:10][C:11](=[O:12])[OH:13])[cH:6][cH:7]1.[S:14](=[O:15])(=[O:16])([OH:17])[OH:18]>>[I:1][c:2]1[cH:3][cH:4][c:5]([CH2:8][CH2:9][CH2:10][C:11](=[O:12])[O:13][CH3:19])[cH:6][cH:7]1. Starting materials: CO, O=C(O)CCCc1ccc(I)cc1, O=S(=O)(O)O.